From a dataset of the Open Reaction Database (ORD), a public repository of structured organic reaction records. describe an organic reaction: reactants, conditions, products, and yield The reactants are CC1=NOC(=C1)C=1NC2=C(C=NC=3C=CC=CC23)N1 (2-(3-methylisoxazol-5-yl)-1H-imidazo[4,5-c]quinoline), Cl (hydrogen chloride). The product is Cl.CC1=NOC(=C1)C=1NC2=C(C=NC=3C=CC=CC23)N1 (2-(3-Methylisoxazol-5-yl)-1H-imidazo[4,5-c]quinoline hydrochloride). As a reaction SMILES: [CH3:1][C:2]1[CH:6]=[C:5]([C:7]2[NH:8][C:9]3[C:18]4[CH:17]=[CH:16][CH:15]=[CH:14][C:13]=4[N:12]=[CH:11][C:10]=3[N:19]=2)[O:4][N:3]=1.[ClH:20]>>[ClH:20].[CH3:1][C:2]1[CH:6]=[C:5]([C:7]2[NH:8][C:9]3[C:18]4[CH:17]=[CH:16][CH:15]=[CH:14][C:13]=4[N:12]=[CH:11][C:10]=3[N:19]=2)[O:4][N:3]=1 |f:2.3|. Procedure: To an ethanolic solution of 300 mg of 2-(3-methylisoxazol-5-yl)-1H-imidazo[4,5-c]quinoline C45 is added ethanolic hydrogen chloride at room temperature. The mixture is evaporated and the residue is washed with acetone to give C100 as crystals melting at 248.5°-252° C. (dec.). Starting materials: [H-].[Na+] (sodium hydride), OC1N(C(C2=CC=CC=C12)=O)C1=NC2=NC(=CC=C2C=C1)OC (3-hydroxy-2-(7-methoxy-1,8-naphthyridin-2-yl)-1-isoindolinone), CC(CCCC)=O (2-hexanone), O (water). Run in CN(C=O)C (dimethylformamide), CN(C=O)C (dimethylformamide). Conditions: temperature -5 celsius, time 30 minute. The product is COC1=CC=C2C=CC(=NC2=N1)N1C(C2=CC=CC=C2C1CC(CCCC)=O)=O (2-(7-methoxy-1,8-naphthyridin-2-yl)-3-(2-oxohexyl)-1-isoindolinone). Yield: 28.4%. As a reaction SMILES: [H-].[Na+].[OH:3][CH:4]1[C:12]2[C:7](=[CH:8][CH:9]=[CH:10][CH:11]=2)[C:6](=O)[N:5]1[C:14]1[CH:23]=[CH:22][C:21]2[C:16](=[N:17][C:18]([O:24][CH3:25])=[CH:19][CH:20]=2)[N:15]=1.[CH3:26][C:27](=[O:32])[CH2:28][CH2:29][CH2:30][CH3:31].O>CN(C)C=O>[CH3:25][O:24][C:18]1[N:17]=[C:16]2[C:21]([CH:22]=[CH:23][C:14]([N:5]3[CH:6]([CH2:26][C:27](=[O:32])[CH2:28][CH2:29][CH2:30][CH3:31])[C:7]4[C:12](=[CH:11][CH:10]=[CH:9][CH:8]=4)[C:4]3=[O:3])=[N:15]2)=[CH:20][CH:19]=1 |f:0.1|. Reported procedure: An oily suspension (50% by weight; 3.1 g) of sodium hydride is added in small portions at a temperature in the region of -5° C. to a solution, maintained under a nitrogen atmosphere, of 3-hydroxy-2-(7-methoxy-1,8-naphthyridin-2-yl)-1-isoindolinone (10 g) in anhydrous dimethylformamide (195 cc), and the suspension obtained is stirred for 30 minutes at a temperature in the region of -5° C. A solution of 2-hexanone (6.5 g) in anhydrous dimethylformamide (5 cc) is then added and stirring is continue... Reactants: COC(C1=CC(=C(C=C1)OS(=O)(=O)C(F)(F)F)[N+](=O)[O-])=O (3-Nitro-4-trifluoromethanesulfonyloxy-benzoic acid methyl ester), CN(C=O)C (N,N-dimethylformamide). Reagents/catalysts: C=1C=CC(=CC1)[P](C=2C=CC=CC2)(C=3C=CC=CC3)[Pd]([P](C=4C=CC=CC4)(C=5C=CC=CC5)C=6C=CC=CC6)([P](C=7C=CC=CC7)(C=8C=CC=CC8)C=9C=CC=CC9)[P](C=1C=CC=CC1)(C=1C=CC=CC1)C=1C=CC=CC1 (tetrakis(triphenylphosphine)palladium(0)), [C-]#N.[Zn+2].[C-]#N (zinc cyanide). Reaction conditions: temperature 100 celsius, time 3 hour. Yields the product COC(C1=CC(=C(C=C1)C#N)[N+](=O)[O-])=O (4-cyano-3-nitro-benzoic acid methyl ester). The yield is 60.7%. As a reaction SMILES: [CH3:1][O:2][C:3](=[O:21])[C:4]1[CH:9]=[CH:8][C:7](OS(C(F)(F)F)(=O)=O)=[C:6]([N+:18]([O-:20])=[O:19])[CH:5]=1.[CH3:22][N:23](C)C=O>[C-]#N.[Zn+2].[C-]#N.C1C=CC([P]([Pd]([P](C2C=CC=CC=2)(C2C=CC=CC=2)C2C=CC=CC=2)([P](C2C=CC=CC=2)(C2C=CC=CC=2)C2C=CC=CC=2)[P](C2C=CC=CC=2)(C2C=CC=CC=2)C2C=CC=CC=2)(C2C=CC=CC=2)C2C=CC=CC=2)=CC=1>[CH3:1][O:2][C:3](=[O:21])[C:4]1[CH:9]=[CH:8][C:7]([C:22]#[N:23])=[C:6]([N+:18]([O-:20])=[O:19])[CH:5]=1 |f:2.3.4,^1:35,37,56,75|. Procedure details: 3-Nitro-4-trifluoromethanesulfonyloxy-benzoic acid methyl ester (89.7 g, 272 mmol), zinc cyanide (19.2 g, 163 mmol) and tetrakis(triphenylphosphine)palladium(0) (15 g) were suspended in N,N-dimethylformamide (2500 ml). The reaction mixture was stirred for 3 hours at 100° C. under an inert atmosphere. The solvent was evaporated and the residue was purified by column chromatography on silica gel (eluent: cyclohexane/ethyl acetate 3:1) to give 4-cyano-3-nitro-benzoic acid methyl ester (34.0 g, 60.7... The product is O=[N+]([O-])c1ccc(O)c2sc3ccccc3c12. RXN SMILES: [CH3:8][O:9][c:10]1[cH:11][cH:12][c:13]([N+:23](=[O:24])[O-:25])[c:14]2[c:15]1[s:16][c:17]1[c:18]2[cH:19][cH:20][cH:21][cH:22]1.[ClH:1].[OH2:26].[n:2]1[cH:3][cH:4][cH:5][cH:6][cH:7]1>>[OH:9][c:10]1[cH:11][cH:12][c:13]([N+:23](=[O:24])[O-:25])[c:14]2[c:15]1[s:16][c:17]1[c:18]2[cH:19][cH:20][cH:21][cH:22]1. Reactants: COc1ccc([N+](=O)[O-])c2c1sc1ccccc12, Cl, O, c1ccncc1. The reactants are BrC1=C(C=2N(C=C1)C(N(N2)CC(C)C)=O)I (7-bromo-8-iodo-2-isobutyl-[1,2,4]triazolo[4,3-a]pyridin-3(2H)-one), CC1=CC=C(C=C1)B(O)O (4-methylphenylboronic acid), C(=O)([O-])[O-].[K+].[K+] (K2CO3). Reagents/catalysts: C=1C=CC(=CC1)[P](C=2C=CC=CC2)(C=3C=CC=CC3)[Pd]([P](C=4C=CC=CC4)(C=5C=CC=CC5)C=6C=CC=CC6)([P](C=7C=CC=CC7)(C=8C=CC=CC8)C=9C=CC=CC9)[P](C=1C=CC=CC1)(C=1C=CC=CC1)C=1C=CC=CC1 (tetrakis(triphenylphosphine)palladium). The solvent is O1CCOCC1 (dioxane), O (water). Conditions: temperature 200 celsius. The product is CC1=CC=C(C=C1)C1=C(C=2N(C=C1)C(N(N2)CC(C)C)=O)C2=CC=C(C=C2)C (7,8-bis(4-methylphenyl)-2-isobutyl-[1,2,4]triazolo[4,3-a]pyridin-3(2H)-one). The yield is 20.8%. As a reaction SMILES: Br[C:2]1[CH:7]=[CH:6][N:5]2[C:8](=[O:15])[N:9]([CH2:11][CH:12]([CH3:14])[CH3:13])[N:10]=[C:4]2[C:3]=1I.[CH3:17][C:18]1[CH:23]=[CH:22][C:21](B(O)O)=[CH:20][CH:19]=1.C([O-])([O-])=O.[K+].[K+]>O1CCOCC1.O.C1C=CC([P]([Pd]([P](C2C=CC=CC=2)(C2C=CC=CC=2)C2C=CC=CC=2)([P](C2C=CC=CC=2)(C2C=CC=CC=2)C2C=CC=CC=2)[P](C2C=CC=CC=2)(C2C=CC=CC=2)C2C=CC=CC=2)(C2C=CC=CC=2)C2C=CC=CC=2)=CC=1>[CH3:17][C:18]1[CH:23]=[CH:22][C:21]([C:2]2[CH:7]=[CH:6][N:5]3[C:8](=[O:15])[N:9]([CH2:11][CH:12]([CH3:14])[CH3:13])[N:10]=[C:4]3[C:3]=2[C:21]2[CH:22]=[CH:23][C:18]([CH3:17])=[CH:19][CH:20]=2)=[CH:20][CH:19]=1 |f:2.3.4,^1:43,45,64,83|. Procedure: To a stirring, degassed mixture of 7-bromo-8-iodo-2-isobutyl-[1,2,4]triazolo[4,3-a]pyridin-3(2H)-one (50 mg, 0.13 mmol), 4-methylphenylboronic acid (40 mg, 0.28 mmol), and tetrakis(triphenylphosphine)palladium (7 mg, 0.006 mmol) in dioxane (1.0 mL) at 20° C. was added K2CO3 (40 mg, 0.25 mmol) in water (0.3 mL). The resulting reaction mixture was heated in a microwave reactor at 200° C. for 7 min under argon. Analysis by HPLC/MS indicated that starting material had been consumed. The reaction mix... Reactants: CC1=CC=C(C2=CC=CC=C12)C(=O)O (4-methylnaphthoic acid), BrN1C(CCC1=O)=O (N-bromosuccinimide). Reagents/catalysts: CC(C)(C#N)N=NC(C)(C)C#N (AIBN). Solvent: C(Cl)(Cl)(Cl)Cl (CCl4). Product: BrCC1=CC=C(C2=CC=CC=C12)C(=O)O (4-Bromomethylnaphthoic Acid). The yield is 111.8%. RXN SMILES: [CH3:1][C:2]1[C:11]2[C:6](=[CH:7][CH:8]=[CH:9][CH:10]=2)[C:5]([C:12]([OH:14])=[O:13])=[CH:4][CH:3]=1.[Br:15]N1C(=O)CCC1=O>C(Cl)(Cl)(Cl)Cl.CC(N=NC(C#N)(C)C)(C#N)C>[Br:15][CH2:1][C:2]1[C:11]2[C:6](=[CH:7][CH:8]=[CH:9][CH:10]=2)[C:5]([C:12]([OH:14])=[O:13])=[CH:4][CH:3]=1. Procedure: A mixture of 4-methylnaphthoic acid (10 g, 54 mmol), N-bromosuccinimide (10 g, 56 mmol) and AIBN (100 mg) in CCl4 (250 mL) was refluxed for 3 hr. The reaction mixture was concentrated and dissolved in ethyl acetate. The organic layer was washed with water, brine and dried over MgSO4. Evaporation of the solvent gave the desired product (16 g, 80%). Reactants: ClC(F)F (chlorodifluoromethane), O (water), C(C)(C)(C)N1N=C(C=C1O)C(F)(F)F (1-tert-butyl-5-hydroxy-3-trifluoromethyl-1H-pyrazole), C([O-])([O-])=O.[K+].[K+] (potassium carbonate), ClC(F)F (chlorodifluoromethane). Run in CN(C=O)C (N,N-dimethylformamide). The product is C(C)(C)(C)N1N=C(C=C1OC(F)F)C(F)(F)F (1-tert-butyl-5-difluoromethoxy-3-trifluoromethyl-1H-pyrazole). Yield: 83.7%. Reaction SMILES: [C:1]([N:5]1[C:9]([OH:10])=[CH:8][C:7]([C:11]([F:14])([F:13])[F:12])=[N:6]1)([CH3:4])([CH3:3])[CH3:2].C(=O)([O-])[O-].[K+].[K+].Cl[CH:22]([F:24])[F:23].O>CN(C)C=O>[C:1]([N:5]1[C:9]([O:10][CH:22]([F:24])[F:23])=[CH:8][C:7]([C:11]([F:13])([F:14])[F:12])=[N:6]1)([CH3:4])([CH3:2])[CH3:3] |f:1.2.3|. Reported procedure: To a solution of 10.4 g (50.0 mmol) of 1-tert-butyl-5-hydroxy-3-trifluoromethyl-1H-pyrazole in 50 ml of N,N-dimethylformamide was added 7.6 g (55.0 mmol) of anhydrous potassium carbonate at room temperature. While the reaction solution was stirred, an excess amount of chlorodifluoromethane was introduced into the reaction solution at 80° C. After the confirmation of disappearance of the starting material, the introduction of chlorodifluoromethane was stopped and the reaction solution was cooled ...